From a dataset of the Open Reaction Database (ORD), a public repository of structured organic reaction records. describe an organic reaction: reactants, conditions, products, and yield Reported procedure: 1,2-Diethylbenzene (10.9 g, 74.6 mmol) and propionyl chloride (9.7 g, 74.6 mmol) are added dropwise to AlCl3 (22.3 g, 167.8 mmol) in nitromethane (75 mL) over 30 min. The reaction mixture is stirred at room temperature for 2 hours, after which 70 g of ice and 14 mL concentrated sulphuric acid are added. The aqueous phase is extracted with ether, and the combined organic phases extracted with 2N HCl and saturated aqueous NaCl. The organic phase is further treated with activated charcoal, magnesiu... Reactants: C(C)C1=C(C=CC=C1)CC (1,2-Diethylbenzene), C(CC)(=O)Cl (propionyl chloride), [Al+3].[Cl-].[Cl-].[Cl-] (AlCl3), ice, S(O)(O)(=O)=O (sulphuric acid). Run in [N+](=O)([O-])C (nitromethane). Conditions: time 2 hour. The product is ClCCC(=O)C1=CC(=C(C=C1)CC)CC (3-chloro-1-(3,4-diethylphenyl)-1-propanone). As a reaction SMILES: [CH2:1]([C:3]1[CH:8]=[CH:7][CH:6]=[CH:5][C:4]=1[CH2:9][CH3:10])[CH3:2].[C:11](Cl)(=[O:14])[CH2:12][CH3:13].[Al+3].[Cl-:17].[Cl-].[Cl-].S(=O)(=O)(O)O>[N+](C)([O-])=O>[Cl:17][CH2:13][CH2:12][C:11]([C:7]1[CH:6]=[CH:5][C:4]([CH2:9][CH3:10])=[C:3]([CH2:1][CH3:2])[CH:8]=1)=[O:14] |f:2.3.4.5|. Starting materials: [BH4-], CO, O=C(C=Cc1c(-c2ccc(Cl)cc2)nc2ccc(Cl)cn12)N1CCC(O)(Cc2ccccc2)CC1, [Na+], O, c1ccncc1. Yields the product O=C(CCc1c(-c2ccc(Cl)cc2)nc2ccc(Cl)cn12)N1CCC(O)(Cc2ccccc2)CC1. As a reaction SMILES: [BH4-:1].[CH3:39][OH:40].[Cl:3][c:4]1[cH:5][cH:6][c:7]2[n:8]([cH:9]1)[c:10]([CH:20]=[CH:21][C:22](=[O:23])[N:24]1[CH2:25][CH2:26][C:27]([OH:30])([CH2:31][c:32]3[cH:33][cH:34][cH:35][cH:36][cH:37]3)[CH2:28][CH2:29]1)[c:11](-[c:13]1[cH:14][cH:15][c:16]([Cl:19])[cH:17][cH:18]1)[n:12]2.[Na+:2].[OH2:38].[n:41]1[cH:42][cH:43][cH:44][cH:45][cH:46]1>>[Cl:3][c:4]1[cH:5][cH:6][c:7]2[n:8]([cH:9]1)[c:10]([CH2:20][CH2:21][C:22](=[O:23])[N:24]1[CH2:25][CH2:26][C:27]([OH:30])([CH2:31][c:32]3[cH:33][cH:34][cH:35][cH:36][cH:37]3)[CH2:28][CH2:29]1)[c:11](-[c:13]1[cH:14][cH:15][c:16]([Cl:19])[cH:17][cH:18]1)[n:12]2. Reactants: CCO, CCOC(=O)c1ccc(NC(=O)CCc2oc(-c3ccccc3)nc2-c2ccc(Cl)cc2)cc1, Cl, [K+], C1CCOC1, [OH-], O. Product: O=C(CCc1oc(-c2ccccc2)nc1-c1ccc(Cl)cc1)Nc1ccc(C(=O)O)cc1. Reaction SMILES: [CH3:37][CH2:38][OH:39].[Cl:1][c:2]1[cH:3][cH:4][c:5](-[c:8]2[n:9][c:10](-[c:29]3[cH:30][cH:31][cH:32][cH:33][cH:34]3)[o:11][c:12]2[CH2:13][CH2:14][C:15](=[O:16])[NH:17][c:18]2[cH:19][cH:20][c:21]([C:24](=[O:25])[O:26][CH2:27][CH3:28])[cH:22][cH:23]2)[cH:6][cH:7]1.[ClH:40].[K+:36].[O:42]1[CH2:43][CH2:44][CH2:45][CH2:46]1.[OH-:35].[OH2:41]>>[Cl:1][c:2]1[cH:3][cH:4][c:5](-[c:8]2[n:9][c:10](-[c:29]3[cH:30][cH:31][cH:32][cH:33][cH:34]3)[o:11][c:12]2[CH2:13][CH2:14][C:15](=[O:16])[NH:17][c:18]2[cH:19][cH:20][c:21]([C:24](=[O:25])[OH:26])[cH:22][cH:23]2)[cH:6][cH:7]1. Reactants: ICC (iodoethane), ClC1=CC(=CC=2[C@@H]3[C@@H](NC(C12)=O)CN(C3)C(=O)OC(C)(C)C)CC ((3aR,9bS)-tert-butyl 6-chloro-5-oxo-8-ethyl-3,3a,4,5-tetrahydro-1H-pyrrolo[3,4-c]isoquinoline-2(9bH)-carboxylate). The product is Cl.ClC1=CC(=CC=2[C@@H]3[C@@H](N(C(C12)=O)CC)CNC3)CC ((3aR,9bS)-6-Chloro-4,8-diethyl-2,3,3a,4-tetrahydro-1H-pyrrolo[3,4-c]isoquinolin-5(9bH)-one hydrochloride). Reaction SMILES: I[CH2:2][CH3:3].[Cl:4][C:5]1[C:14]2[C:13](=[O:15])[NH:12][C@H:11]3[CH2:16][N:17](C(OC(C)(C)C)=O)[CH2:18][C@@H:10]3[C:9]=2[CH:8]=[C:7]([CH2:26][CH3:27])[CH:6]=1>>[ClH:4].[Cl:4][C:5]1[C:14]2[C:13](=[O:15])[N:12]([CH2:2][CH3:3])[C@H:11]3[CH2:16][NH:17][CH2:18][C@@H:10]3[C:9]=2[CH:8]=[C:7]([CH2:26][CH3:27])[CH:6]=1 |f:2.3|. Procedure details: Following the procedures described in Example 24, Parts A and B, except that iodoethane was used instead of iodomethane, (3aR,9bS)-tert-butyl 6-chloro-5-oxo-8-ethyl-3,3a,4,5-tetrahydro-1H-pyrrolo[3,4-c]isoquinoline-2(9bH)-carboxylate, the first eluting compound from the OD column separation of N-BOC intermediate enantiomers in Example 29 and 30 (the first eluting compound gave Example 29), was converted to the title compound of Example 41 as an off-white solid. 1H NMR (CD3OD): δ 7.28 (s, 1H), 7.... Starting materials: CCOC(=O)Cl, ClC(Cl)Cl, CC1(C)Cc2c(N)c(Cl)cc(C(=O)O)c2O1, CCOC(=O)N1CCC(N)C(OC)C1. The product is CCOC(=O)N1CCC(NC(=O)c2cc(Cl)c(N)c3c2OC(C)(C)C3)C(OC)C1. Reaction SMILES: [Cl:17][C:18]([O:19][CH2:20][CH3:21])=[O:22].[Cl:37][CH:38]([Cl:39])[Cl:40].[NH2:1][c:2]1[c:3]([Cl:16])[cH:4][c:5]([C:13](=[O:14])[OH:15])[c:6]2[c:7]1[CH2:8][C:9]([CH3:11])([CH3:12])[O:10]2.[NH2:23][CH:24]1[CH:25]([O:35][CH3:36])[CH2:26][N:27]([C:30](=[O:31])[O:32][CH2:33][CH3:34])[CH2:28][CH2:29]1>>[NH2:1][c:2]1[c:3]([Cl:16])[cH:4][c:5]([C:13](=[O:15])[NH:23][CH:24]2[CH:25]([O:35][CH3:36])[CH2:26][N:27]([C:30](=[O:31])[O:32][CH2:33][CH3:34])[CH2:28][CH2:29]2)[c:6]2[c:7]1[CH2:8][C:9]([CH3:11])([CH3:12])[O:10]2. Starting materials: CCCC[P+](CCCC)(CCCC)CCCC, [Cl-], Cl[SiH](Cl)Cl, ClCSc1ccccc1. Yields the product Cl[Si](Cl)(Cl)CSc1ccccc1. As a reaction SMILES: [CH2:15]([P+:16]([CH2:17][CH2:18][CH2:19][CH3:20])([CH2:21][CH2:22][CH2:23][CH3:24])[CH2:25][CH2:26][CH2:27][CH3:28])[CH2:29][CH2:30][CH3:31].[Cl-:14].[Cl:10][SiH:11]([Cl:12])[Cl:13].[c:1]1([S:7][CH2:8][Cl:9])[cH:2][cH:3][cH:4][cH:5][cH:6]1>>[c:1]1([S:7][CH2:8][Si:11]([Cl:10])([Cl:12])[Cl:13])[cH:2][cH:3][cH:4][cH:5][cH:6]1. Starting materials: O1CCCC2=CC=CC=C12 (chroman), [Li]CCCC (n-BuLi), Ice water, C(=O)=O (dry ice). The solvent is CCOCC (ether), CCCCCC (hexane), CCOCC (ether), CCOCC (ether). Product: O1CCCC2=CC=CC(=C12)C(=O)O (chroman-8-carboxylic acid). As a reaction SMILES: [O:1]1[C:10]2[C:5](=[CH:6][CH:7]=[CH:8][CH:9]=2)[CH2:4][CH2:3][CH2:2]1.[Li]CCCC.[C:16](=[O:18])=[O:17]>CCOCC.CCCCCC>[O:1]1[C:10]2[C:5](=[CH:6][CH:7]=[CH:8][C:9]=2[C:16]([OH:18])=[O:17])[CH2:4][CH2:3][CH2:2]1. Procedure: At RT a solution of chroman (17.7 mmol) in ether (15 mL) is added over 10 min to a solution of n-BuLi (19.5 mmol) in a mixture of hexane (12.2 mL) and ether (15 mL). The mixture is stirred at reflux for 150 min, allowed to reach RT and poured into a mixture of dry ice and ether. Ice water is added and the layers are separated. The aq. layer is made acidic and extracted with a mixture of ether and EtOAc. The combined organic layers are washed with water, dried over Na2SO4 and concentrated in vacu...